The task is: describe an organic reaction: reactants, conditions, products, and yield. This data is from the Open Reaction Database (ORD), a public repository of structured organic reaction records. Starting materials: CC(=O)O[BH-](OC(C)=O)OC(C)=O, CC(C)(C)OC(=O)N1CCC(=O)CC1, CC(Cl)Cl, Nc1cncnc1N, [Na+]. The product is CC(C)(C)OC(=O)N1CCC(Nc2cncnc2N)CC1. RXN SMILES: [C:23]([O:24][BH-:25]([O:26][C:27](=[O:28])[CH3:29])[O:30][C:31](=[O:32])[CH3:33])(=[O:34])[CH3:35].[C:9]([CH3:10])([CH3:11])([CH3:12])[O:13][C:14](=[O:15])[N:16]1[CH2:17][CH2:18][C:19](=[O:22])[CH2:20][CH2:21]1.[Cl:37][CH:38]([Cl:39])[CH3:40].[NH2:1][c:2]1[n:3][cH:4][n:5][cH:6][c:7]1[NH2:8].[Na+:36]>>[NH2:1][c:2]1[n:3][cH:4][n:5][cH:6][c:7]1[NH:8][CH:19]1[CH2:18][CH2:17][N:16]([C:14]([O:13][C:9]([CH3:10])([CH3:11])[CH3:12])=[O:15])[CH2:21][CH2:20]1. Procedure details: Using coupling method A, 4-[2-amino-2-(4-pyridinyl)-ethoxymethyl]piperidine-1-carboxylic acid tert-butyl ester (233 mg, 0.69 mmol) and 3-chloroindole-6-carboxylic acid (149 mg, 0.76 mmol) afforded, after purification (SiO2: 10 DCM:2 EtOAc:2 Hexane:3 isopropyl amine), 118 mg (33%) of the title compound. Product: C(C)(C)(C)OC(=O)N1CCC(CC1)COCC(C1=CC=NC=C1)NC(=O)C1=CC=C2C(=CNC2=C1)Cl (4-{2-[(3-Chloro-1H-indole-6-carbonyl)amino]-2-(4-pyridinyl)-ethoxymethyl}piperidine-1-carboxylic acid tert-butyl ester). As a reaction SMILES: [C:1]([O:5][C:6]([N:8]1[CH2:13][CH2:12][CH:11]([CH2:14][O:15][CH2:16][CH:17]([NH2:24])[C:18]2[CH:23]=[CH:22][N:21]=[CH:20][CH:19]=2)[CH2:10][CH2:9]1)=[O:7])([CH3:4])([CH3:3])[CH3:2].[Cl:25][C:26]1[C:34]2[C:29](=[CH:30][C:31]([C:35](O)=[O:36])=[CH:32][CH:33]=2)[NH:28][CH:27]=1>>[C:1]([O:5][C:6]([N:8]1[CH2:9][CH2:10][CH:11]([CH2:14][O:15][CH2:16][CH:17]([NH:24][C:35]([C:31]2[CH:30]=[C:29]3[C:34]([C:26]([Cl:25])=[CH:27][NH:28]3)=[CH:33][CH:32]=2)=[O:36])[C:18]2[CH:19]=[CH:20][N:21]=[CH:22][CH:23]=2)[CH2:12][CH2:13]1)=[O:7])([CH3:4])([CH3:2])[CH3:3]. Starting materials: C(C)(C)(C)OC(=O)N1CCC(CC1)COCC(C1=CC=NC=C1)N (4-[2-amino-2-(4-pyridinyl)-ethoxymethyl]piperidine-1-carboxylic acid tert-butyl ester), ClC1=CNC2=CC(=CC=C12)C(=O)O (3-chloroindole-6-carboxylic acid). Reactants: CO (methanol), Cl (hydrochloric acid), Cl.Cl.COC1=CC=C(C=C1)NC(=N)NC(=N)NCCCCCCCCCC (N1-(4-methoxyphenyl)-N5-decyl-biguanide dihydrochloride), CC(=O)C (acetone). Yields the product Cl.NC=1N(C(N=C(N1)NCCCCCCCCCC)(C)C)C1=CC=C(C=C1)OC (2-Amino-1,6-dihydro-6,6-dimethyl-4-decylamino-1-(4′-methoxyphenyl)-1,3,5-triazine hydrochloride). Reaction SMILES: CO.[ClH:3].Cl.Cl.[CH3:6][O:7][C:8]1[CH:13]=[CH:12][C:11]([NH:14][C:15]([NH:17][C:18]([NH:20][CH2:21][CH2:22][CH2:23][CH2:24][CH2:25][CH2:26][CH2:27][CH2:28][CH2:29][CH3:30])=[NH:19])=[NH:16])=[CH:10][CH:9]=1.[CH3:31][C:32]([CH3:34])=O>>[ClH:3].[NH2:16][C:15]1[N:14]([C:11]2[CH:10]=[CH:9][C:8]([O:7][CH3:6])=[CH:13][CH:12]=2)[C:32]([CH3:34])([CH3:31])[N:19]=[C:18]([NH:20][CH2:21][CH2:22][CH2:23][CH2:24][CH2:25][CH2:26][CH2:27][CH2:28][CH2:29][CH3:30])[N:17]=1 |f:2.3.4,6.7|. Procedure: 50 ml of methanol, 40 ml of acetone and 0.2 ml of concentrated hydrochloric acid were added to 1.5 g (3.6 mmol) of N1-(4-methoxyphenyl)-N5-decyl-biguanide dihydrochloride, and the mixture was refluxed for 20 hours. The solvent was distilled off under reduced pressure, and the residue was purified by silica gel column chromatography (elution with a mixture of chloroform and methanol (9:1)). The eluate was dissolved in 80% aqueous acetonitrile, and the solvent was distilled off under reduced press... RXN SMILES: [CH3:10][NH:11][C:12](=[O:13])[CH:14]1[CH:15]([NH2:20])[CH2:16][CH2:17][CH2:18][CH2:19]1.[CH:21]([N:22]([CH2:23][CH3:24])[CH:25]([CH3:26])[CH3:27])([CH3:28])[CH3:29].[CH:30]([OH:31])([CH3:32])[CH3:33].[Cl:1][c:2]1[n:3][c:4]([Cl:9])[c:5]([Cl:8])[cH:6][n:7]1>>[Cl:1][c:2]1[n:3][c:4]([NH:20][CH:15]2[CH:14]([C:12]([NH:11][CH3:10])=[O:13])[CH2:19][CH2:18][CH2:17][CH2:16]2)[c:5]([Cl:8])[cH:6][n:7]1. The reactants are CNC(=O)C1CCCCC1N, CCN(C(C)C)C(C)C, CC(C)O, Clc1ncc(Cl)c(Cl)n1. The product is CNC(=O)C1CCCCC1Nc1nc(Cl)ncc1Cl. Starting materials: BrC1=CN=C(S1)NC(N(C1CCCCC1)C1CCCCC1)=O (3-(5-bromo-thiazol-2-yl)-1,1-dicyclohexyl-urea), COC(CCS)=O (3-mercaptopropionic acid methyl ester). Product: COC(CCSC1=CN=C(S1)NC(=O)N(C1CCCCC1)C1CCCCC1)=O (3-[2-(3,3-Dicyclohexyl-ureido)-thiazol-5-ylsulfanyl]-propionic acid methyl ester). RXN SMILES: Br[C:2]1[S:6][C:5]([NH:7][C:8](=[O:22])[N:9]([CH:16]2[CH2:21][CH2:20][CH2:19][CH2:18][CH2:17]2)[CH:10]2[CH2:15][CH2:14][CH2:13][CH2:12][CH2:11]2)=[N:4][CH:3]=1.[CH3:23][O:24][C:25](=[O:29])[CH2:26][CH2:27][SH:28]>>[CH3:23][O:24][C:25](=[O:29])[CH2:26][CH2:27][S:28][C:2]1[S:6][C:5]([NH:7][C:8]([N:9]([CH:16]2[CH2:21][CH2:20][CH2:19][CH2:18][CH2:17]2)[CH:10]2[CH2:15][CH2:14][CH2:13][CH2:12][CH2:11]2)=[O:22])=[N:4][CH:3]=1. Reported procedure: Prepared as described in general procedure (D) using 3-(5-bromo-thiazol-2-yl)-1,1-dicyclohexyl-urea and 3-mercaptopropionic acid methyl ester. The reactants are CCCc1nc2ccccc2n1Cc1ccc2c(c1)CCc1ccccc1C2=CC(=O)O, C1CCOC1, NN, O, O. Yields the product CCCc1nc2ccccc2n1Cc1ccc2c(c1)CCc1ccccc1C2=CC(=O)NN. As a reaction SMILES: [CH2:1]([CH2:2][CH3:3])[c:4]1[n:5][c:6]2[c:7]([n:8]1[CH2:9][c:10]1[cH:11][c:12]3[c:13]([cH:27][cH:28]1)[C:14](=[CH:23][C:24](=[O:25])[OH:26])[c:15]1[c:16]([cH:19][cH:20][cH:21][cH:22]1)[CH2:17][CH2:18]3)[cH:29][cH:30][cH:31][cH:32]2.[CH2:37]1[O:38][CH2:39][CH2:40][CH2:41]1.[NH2:34][NH2:35].[OH2:33].[OH2:36]>>[CH2:1]([CH2:2][CH3:3])[c:4]1[n:5][c:6]2[c:7]([n:8]1[CH2:9][c:10]1[cH:11][c:12]3[c:13]([cH:27][cH:28]1)[C:14](=[CH:23][C:24](=[O:25])[NH:34][NH2:35])[c:15]1[c:16]([cH:19][cH:20][cH:21][cH:22]1)[CH2:17][CH2:18]3)[cH:29][cH:30][cH:31][cH:32]2. The reactants are C(C)(=O)OCC (Ethyl acetate), C(CCC)(=O)N1C2C=CC(C1=O)C2 ((±)-2-butyryl-2-azabicyclo[2.2.1]hept-5-en-3-one), S(O)(O)(=O)=O (sulphuric acid), [BH4-].[Na+] (sodium borohydride). The solvent is C(C)O (ethanol). Run at temperature -10 celsius, time 3 hour. The product is C(CCC)(=O)NC1C=CC(C1)CO ((±)-1-butyrylamino-4-(hydroxymethyl)-2-cyclopentene). Isolated yield 80.2%. As a reaction SMILES: [C:1]([N:6]1[C:11](=[O:12])[CH:10]2[CH2:13][CH:7]1[CH:8]=[CH:9]2)(=[O:5])[CH2:2][CH2:3][CH3:4].[BH4-].[Na+].S(=O)(=O)(O)O.C(OCC)(=O)C>C(O)C>[C:1]([NH:6][CH:7]1[CH2:13][CH:10]([CH2:11][OH:12])[CH:9]=[CH:8]1)(=[O:5])[CH2:2][CH2:3][CH3:4] |f:1.2|. Reported procedure: 73.87 g of (±)-2-butyryl-2-azabicyclo[2.2.1]hept-5-en-3-one were dissolved in ethanol (400 ml) under nitrogen and cooled to -10° C. 15.68 g of sodium borohydride were added in portions over the course of 45 minutes. The reaction was stirred at 0° C. for 3 hours and then the pH was adjusted to 1.5 with conc. sulphuric acid. Ethyl acetate (200 ml) was added to this mixture, and the solids were filtered off. It was then completely evaporated. The residue was taken up in water, washed with methylene... Reactants: C(C1=CC=CC=C1)OC=1C(=C(C(=O)O)C=CC1)C (3-Benzyloxy-2-methyl-benzoic acid), [H-].[Al+3].[Li+].[H-].[H-].[H-] (lithium aluminum hydride), O.O.O.O.O.O.O.O.O.O.S(=O)(=O)([O-])[O-].[Na+].[Na+] (sodium sulfate decahydrate). The solvent is O1CCCC1 (tetrahydrofuran). Conditions: time 8 hour. Yields the product C(C1=CC=CC=C1)OC=1C(=C(C=CC1)CO)C ((3-Benzyloxy-2-methyl-phenyl)-methanol). RXN SMILES: [CH2:1]([O:8][C:9]1[C:10]([CH3:18])=[C:11]([CH:15]=[CH:16][CH:17]=1)[C:12](O)=[O:13])[C:2]1[CH:7]=[CH:6][CH:5]=[CH:4][CH:3]=1.[H-].[Al+3].[Li+].[H-].[H-].[H-].O.O.O.O.O.O.O.O.O.O.S([O-])([O-])(=O)=O.[Na+].[Na+]>O1CCCC1>[CH2:1]([O:8][C:9]1[C:10]([CH3:18])=[C:11]([CH2:12][OH:13])[CH:15]=[CH:16][CH:17]=1)[C:2]1[CH:3]=[CH:4][CH:5]=[CH:6][CH:7]=1 |f:1.2.3.4.5.6,7.8.9.10.11.12.13.14.15.16.17.18.19|. Procedure details: To a solution of 3-benzyloxy-2-methyl-benzoic acid (621, 3.0 g, 0.012 mol) in tetrahydrofuran (100 mL), lithium aluminum hydride (25 mL, 1M solution in tetrahydrofuran, 0.025 mol) was added dropwise at 0° C. for 5 minutes. The reaction mixture was then stirred at room temperature overnight under an atmosphere of nitrogen. After sodium sulfate decahydrate (20.0 g, 0.062 mol) was added, the reaction mixture was stirred at room temperature for 10 minutes. A white solid was collected by filtration. ...